describe an organic reaction: reactants, conditions, products, and yield From a dataset of the Open Reaction Database (ORD), a public repository of structured organic reaction records. Yields the product Nc1cc(O)c(F)cc1F. Reactants: CCO, COC(=O)Oc1cc(N)c(F)cc1F, N, O. Reaction SMILES: [CH3:16][CH2:17][OH:18].[F:2][c:3]1[c:4]([NH2:5])[cH:6][c:7]([O:11][C:12]([O:13][CH3:14])=[O:15])[c:8]([F:10])[cH:9]1.[NH3:1].[OH2:19]>>[F:2][c:3]1[c:4]([NH2:5])[cH:6][c:7]([OH:11])[c:8]([F:10])[cH:9]1. Starting materials: C(O)CN (ethanolamine), 4A, C1=CC=CC=2C(C3=C(CCC21)C=CC=C3)=O (10,11-dihydro-5H-dibenzo[a,d]cyclohepten-5-one), C(O)CN (ethanolamine). Yields the product OCCN=C1C2=C(CCC3=C1C=CC=C3)C=CC=C2 (N-(2-hydroxy-ethyl)-10,11-dihydro-5H-dibenzo[a,d]cyclohepten-5-imine). Reaction SMILES: [CH2:1]([CH2:3][NH2:4])[OH:2].[CH:5]1[C:15]2[CH2:14][CH2:13][C:12]3[CH:16]=[CH:17][CH:18]=[CH:19][C:11]=3[C:10](=O)[C:9]=2[CH:8]=[CH:7][CH:6]=1>>[OH:2][CH2:1][CH2:3][N:4]=[C:10]1[C:9]2[CH:8]=[CH:7][CH:6]=[CH:5][C:15]=2[CH2:14][CH2:13][C:12]2[CH:16]=[CH:17][CH:18]=[CH:19][C:11]1=2. Procedure: 600 ml. of ethanolamine are added to 208 g. of 10,11-dihydro-5H-dibenzo[a,d]cyclohepten-5-one. The mixture is heated under reflux conditions in an inert gas atmosphere for 16 hours. The refluxing ethanolamine is recycled into the reaction vessel through a Soxhlet attachment filled with 2 × 130 g. of 4A molecular sieve (bead form, 2 mm; Merck). The resulting mixture is then evaporated. The residue is dissolved in ether. The ether solution is washed with water and extracted with ice-cold 1N nitric... Reaction SMILES: [Cl:1][c:2]1[n:3][c:4]([NH:11][CH:12]2[CH2:13][CH2:14]2)[c:5]2[c:6]([n:7]1)[cH:8][cH:9][o:10]2.[K+:28].[K+:29].[NH2:15][c:16]1[cH:17][cH:18][c:19]2[c:23]([cH:24]1)[NH:22][C:21](=[O:25])[C:20]2([CH3:26])[CH3:27].[O-:30][C:31]([O-:32])=[O:33].[O:36]=[C:37]([CH:38]=[CH:39][c:40]1[cH:41][cH:42][cH:43][cH:44][cH:45]1)[CH:46]=[CH:47][c:48]1[cH:49][cH:50][cH:51][cH:52][cH:53]1.[O:54]=[C:55]([CH:56]=[CH:57][c:58]1[cH:59][cH:60][cH:61][cH:62][cH:63]1)[CH:64]=[CH:65][c:66]1[cH:67][cH:68][cH:69][cH:70][cH:71]1.[O:72]=[C:73]([CH:74]=[CH:75][c:76]1[cH:77][cH:78][cH:79][cH:80][cH:81]1)[CH:82]=[CH:83][c:84]1[cH:85][cH:86][cH:87][cH:88][cH:89]1.[Pd:34].[Pd:35]>>[c:2]1([NH:15][c:16]2[cH:17][cH:18][c:19]3[c:23]([cH:24]2)[NH:22][C:21](=[O:25])[C:20]3([CH3:26])[CH3:27])[n:3][c:4]([NH:11][CH:12]2[CH2:13][CH2:14]2)[c:5]2[c:6]([n:7]1)[cH:8][cH:9][o:10]2. Starting materials: Clc1nc(NC2CC2)c2occc2n1, [K+], [K+], CC1(C)C(=O)Nc2cc(N)ccc21, O=C([O-])[O-], O=C(C=Cc1ccccc1)C=Cc1ccccc1, O=C(C=Cc1ccccc1)C=Cc1ccccc1, O=C(C=Cc1ccccc1)C=Cc1ccccc1, [Pd], [Pd]. Yields the product CC1(C)C(=O)Nc2cc(Nc3nc(NC4CC4)c4occc4n3)ccc21. The reactants are O=C([O-])[O-], CC[N+](CC)(CC)Cc1ccccc1, C#CCOc1ccc2[nH]c(=O)nc(-c3ccc(C(C)C)cc3)c2c1, [Cl-], [K+], [K+], C1COCCO1, Cc1cc(C)c(C2CO2)c(C)c1. Yields the product C#CCOc1ccc2c(c1)c(-c1ccc(C(C)C)cc1)nc(=O)n2CC(O)c1c(C)cc(C)cc1C. RXN SMILES: [C:37](=[O:38])([O-:39])[O-:40].[CH2:44]([N+:45]([CH2:46][CH3:47])([CH2:48][CH3:49])[CH2:50][CH3:51])[c:52]1[cH:53][cH:54][cH:55][cH:56][cH:57]1.[CH:1]([CH3:2])([CH3:3])[c:4]1[cH:5][cH:6][c:7](-[c:10]2[n:11][c:12](=[O:24])[nH:13][c:14]3[cH:15][cH:16][c:17]([O:20][CH2:21][C:22]#[CH:23])[cH:18][c:19]23)[cH:8][cH:9]1.[Cl-:43].[K+:41].[K+:42].[O:58]1[CH2:59][CH2:60][O:61][CH2:62][CH2:63]1.[c:25]1([CH3:36])[c:26]([CH:33]2[O:34][CH2:35]2)[c:27]([CH3:32])[cH:28][c:29]([CH3:31])[cH:30]1>>[CH:1]([CH3:2])([CH3:3])[c:4]1[cH:5][cH:6][c:7](-[c:10]2[n:11][c:12](=[O:24])[n:13]([CH2:35][CH:33]([c:26]3[c:25]([CH3:36])[cH:30][c:29]([CH3:31])[cH:28][c:27]3[CH3:32])[OH:34])[c:14]3[cH:15][cH:16][c:17]([O:20][CH2:21][C:22]#[CH:23])[cH:18][c:19]23)[cH:8][cH:9]1. Isolated yield 77.8%. Reactants: [H][H] (hydrogen), C(C)(C)(C)OC(=O)N1[C@H](C[C@H](C1)O[Si](C)(C)C(C)(C)C)\C=C\C(=O)OCC ((2R,4R)-N-tert-butoxycarbonyl-4-tert-butyldimethylsiloxy-2-[(E)-2-ethoxycarbonylvinyl]-pyrrolidine), [H][H] (hydrogen). The solvent is C(C)O (ethanol). Product: C(C)(C)(C)OC(=O)N1[C@@H](C[C@H](C1)O[Si](C)(C)C(C)(C)C)CCC(=O)OCC ((2R,4R)-N-tert-butoxycarbonyl-4-tert-butyldimethylsiloxy-2-(2-ethoxycarbonylethyl)pyrrolidine). Procedure details: To a solution of (2R,4R)-N-tert-butoxycarbonyl-4-tert-butyldimethylsiloxy-2-[(E)-2-ethoxycarbonylvinyl]-pyrrolidine (20 g, 50 mmol) in ethanol (500 ml) was added 10% palladium-carbon (5 g), and the mixture was stirred under atmospheric pressure in a hydrogen atmosphere at room temperature for 2 h. Further, 10% palladium-carbon (2 g) was added thereto, and the mixture was stirred under atmospheric pressure in a hydrogen atmosphere at room temperature for 1.5 h. The catalyst was filtered off, and ... Reagents/catalysts: [C].[Pd] (palladium-carbon), [C].[Pd] (palladium-carbon). As a reaction SMILES: [C:1]([O:5][C:6]([N:8]1[CH2:12][C@H:11]([O:13][Si:14]([C:17]([CH3:20])([CH3:19])[CH3:18])([CH3:16])[CH3:15])[CH2:10][C@@H:9]1/[CH:21]=[CH:22]/[C:23]([O:25][CH2:26][CH3:27])=[O:24])=[O:7])([CH3:4])([CH3:3])[CH3:2].[H][H]>C(O)C.[C].[Pd]>[C:1]([O:5][C:6]([N:8]1[CH2:12][C@H:11]([O:13][Si:14]([C:17]([CH3:18])([CH3:19])[CH3:20])([CH3:15])[CH3:16])[CH2:10][C@H:9]1[CH2:21][CH2:22][C:23]([O:25][CH2:26][CH3:27])=[O:24])=[O:7])([CH3:4])([CH3:2])[CH3:3] |f:3.4|. Starting materials: CCCCS(=O)(=O)Cl, CC(N)C(=O)N1C(=O)C(C)c2ccccc2-c2c(N)cccc21, CN(C)C=O, c1ccncc1. Product: CCCCS(=O)(=O)NC(C)C(=O)N1C(=O)C(C)c2ccccc2-c2c(N)cccc21. Reaction SMILES: [CH2:30]([CH2:31][CH2:32][CH3:33])[S:34](=[O:35])(=[O:36])[Cl:37].[NH2:1][CH:2]([CH3:3])[C:4](=[O:5])[N:6]1[c:7]2[c:8]([c:19]([NH2:23])[cH:20][cH:21][cH:22]2)-[c:9]2[c:10]([cH:15][cH:16][cH:17][cH:18]2)[CH:11]([CH3:14])[C:12]1=[O:13].[O:38]=[CH:39][N:40]([CH3:41])[CH3:42].[cH:24]1[cH:25][cH:26][n:27][cH:28][cH:29]1>>[NH:1]([CH:2]([CH3:3])[C:4](=[O:5])[N:6]1[c:7]2[c:8]([c:19]([NH2:23])[cH:20][cH:21][cH:22]2)-[c:9]2[c:10]([cH:15][cH:16][cH:17][cH:18]2)[CH:11]([CH3:14])[C:12]1=[O:13])[S:34]([CH2:30][CH2:31][CH2:32][CH3:33])(=[O:35])=[O:36]. Reactants: FC(CC[Mg]Br)(F)F ((3,3,3-trifluoropropyl)magnesium bromide), O1COC2=C1C=CC(=C2)C(C)=O (1-(benzo[d][1,3]dioxol-5-yl)ethanone). Run in O1CCCC1 (tetrahydrofuran). Run at time 4 hour. The product is O1COC2=C1C=CC(=C2)C(C)(C)O (2-(benzo[d][1,3]dioxol-5-yl)propan-2-ol). Isolated yield 96.0%. RXN SMILES: F[C:2](F)(F)CC[Mg]Br.[O:9]1[C:13]2[CH:14]=[CH:15][C:16]([C:18](=[O:20])[CH3:19])=[CH:17][C:12]=2[O:11][CH2:10]1>O1CCCC1>[O:9]1[C:13]2[CH:14]=[CH:15][C:16]([C:18]([OH:20])([CH3:2])[CH3:19])=[CH:17][C:12]=2[O:11][CH2:10]1. Reported procedure: In a 500 milliliter, three-necked oven-dried round bottom flask equipped with a magnetic stirrer and charged with 200 milliliters of 0.50 M (3,3,3-trifluoropropyl)magnesium bromide in tetrahydrofuran was added 16.4 grams (0.1 mole) of 1-(benzo[d][1,3]dioxol-5-yl)ethanone, and the mixture was stirred at room temperature for 4 hours. The reaction was quenched by slowly pouring the mixture into 400 milliliters saturated ammonium chloride solution and extracted into 400 milliliters of ethyl acetate,...